Dataset: the Open Reaction Database (ORD), a public repository of structured organic reaction records. Task: describe an organic reaction: reactants, conditions, products, and yield Starting materials: C(=O)(O)C=CC1=CC=C(C=C1)OC(C1=CC(=C(C=C1)F)F)=O (3,4-difluoro-benzoic acid 4-(2-carboxy-vinyl)-phenyl ester), S(=O)(Cl)Cl (thionyl chloride). The solvent is C(Cl)Cl (methylene chloride). Run at temperature 35 celsius, time 6 hour. Yields the product ClC(=O)C=CC1=CC=C(C=C1)OC(C1=CC(=C(C=C1)F)F)=O (3,4-Difluoro-Benzoic acid 4-(2-Chlorocarbonyl-Vinyl)-Phenyl Ester). The yield is 90.0%. As a reaction SMILES: [C:1]([CH:4]=[CH:5][C:6]1[CH:11]=[CH:10][C:9]([O:12][C:13](=[O:22])[C:14]2[CH:19]=[CH:18][C:17]([F:20])=[C:16]([F:21])[CH:15]=2)=[CH:8][CH:7]=1)(O)=[O:2].S(Cl)([Cl:25])=O>C(Cl)Cl>[Cl:25][C:1]([CH:4]=[CH:5][C:6]1[CH:11]=[CH:10][C:9]([O:12][C:13](=[O:22])[C:14]2[CH:19]=[CH:18][C:17]([F:20])=[C:16]([F:21])[CH:15]=2)=[CH:8][CH:7]=1)=[O:2]. Procedure details: About 10 g (about 21.68 mmol) of 3,4-difluoro-benzoic acid 4-(2-carboxy-vinyl)-phenyl ester was dissolved in about 200 ml of methylene chloride, and about 2.84 g (23.848 mmol) of thionyl chloride (SOCl2) was added thereto. Thereafter, the reaction mixture was stirred at about 35° C. for about 6 hours, followed by removing the solvent. Subsequently, a vacuum drying process was conducted, thus obtaining the desired compound (Yield about 90%). Reactants: CO, COC(=O)c1ccc(OC(c2sc(-c3ccc(C(F)(F)F)cc3)cc2C)C2CCCCC2)cc1, Cl, [Na+], C1CCOC1, [OH-], O. Yields the product Cc1cc(-c2ccc(C(F)(F)F)cc2)sc1C(Oc1ccc(C(=O)O)cc1)C1CCCCC1. RXN SMILES: [CH3:39][OH:40].[CH:1]1([CH:7]([O:8][c:9]2[cH:10][cH:11][c:12]([C:13](=[O:14])[O:15][CH3:16])[cH:17][cH:18]2)[c:19]2[s:20][c:21](-[c:25]3[cH:26][cH:27][c:28]([C:31]([F:32])([F:33])[F:34])[cH:29][cH:30]3)[cH:22][c:23]2[CH3:24])[CH2:2][CH2:3][CH2:4][CH2:5][CH2:6]1.[ClH:38].[Na+:36].[O:41]1[CH2:42][CH2:43][CH2:44][CH2:45]1.[OH-:35].[OH2:37]>>[CH:1]1([CH:7]([O:8][c:9]2[cH:10][cH:11][c:12]([C:13](=[O:14])[OH:15])[cH:17][cH:18]2)[c:19]2[s:20][c:21](-[c:25]3[cH:26][cH:27][c:28]([C:31]([F:32])([F:33])[F:34])[cH:29][cH:30]3)[cH:22][c:23]2[CH3:24])[CH2:2][CH2:3][CH2:4][CH2:5][CH2:6]1. Reactants: [BH4-], COc1ccc(C2Sc3ccccc3NC(=O)C2=O)cc1, CCC(C)C(N)C(=O)O, CC(=O)O, [Na+], C1CCOC1. The product is COc1ccc(C2Sc3ccccc3NC(=O)C2O)cc1. As a reaction SMILES: [BH4-:10].[CH3:17][O:18][c:19]1[cH:20][cH:21][c:22]([CH:25]2[S:26][c:27]3[c:28]([cH:34][cH:35][cH:36][cH:37]3)[NH:29][C:30](=[O:33])[C:31]2=[O:32])[cH:23][cH:24]1.[CH3:1][CH2:2][CH:3]([CH:4]([C:5](=[O:6])[OH:7])[NH2:8])[CH3:9].[CH3:38][C:39](=[O:40])[OH:41].[Na+:11].[O:12]1[CH2:13][CH2:14][CH2:15][CH2:16]1>>[CH3:17][O:18][c:19]1[cH:20][cH:21][c:22]([CH:25]2[S:26][c:27]3[c:28]([cH:34][cH:35][cH:36][cH:37]3)[NH:29][C:30](=[O:33])[CH:31]2[OH:32])[cH:23][cH:24]1. Starting materials: COC(COC1=CC=C(C=C1)C1=CC=CC=2SC3=C(C21)C=CC=C3)=O ([4-(dibenzothiophen-1-yl)-phenoxy]-acetic acid methyl ester), [OH-].[K+] (potassium hydroxide). Solvent: O1CCCC1 (tetrahydrofuran), CO (methanol). Run at time 1 hour. Product: C1(=CC=CC=2SC3=C(C21)C=CC=C3)C3=CC=C(OCC(=O)O)C=C3 ([4-(Dibenzothiophen-1-yl)-phenoxy]-acetic Acid). Isolated yield 52.5%. RXN SMILES: C[O:2][C:3](=[O:25])[CH2:4][O:5][C:6]1[CH:11]=[CH:10][C:9]([C:12]2[C:20]3[C:19]4[CH:21]=[CH:22][CH:23]=[CH:24][C:18]=4[S:17][C:16]=3[CH:15]=[CH:14][CH:13]=2)=[CH:8][CH:7]=1.[OH-].[K+]>O1CCCC1.CO>[C:12]1([C:9]2[CH:10]=[CH:11][C:6]([O:5][CH2:4][C:3]([OH:25])=[O:2])=[CH:7][CH:8]=2)[C:20]2[C:19]3[CH:21]=[CH:22][CH:23]=[CH:24][C:18]=3[S:17][C:16]=2[CH:15]=[CH:14][CH:13]=1 |f:1.2|. Procedure details: To a solution of [4-(dibenzothiophen-1-yl)-phenoxy]-acetic acid methyl ester (0.911 g, 2.61 mmol) in tetrahydrofuran (15 mL) and methanol (5 mL) was added an aqueous solution of potassium hydroxide (1N, 3.10 mL, 3.10 mmol, 1.2 eq) dropwise at room temperature. After stirring 1 hour at room temperature the solvents were removed. The residue was dissolved in water (125 mL) and was acidified with 10% aqueous hydrochloric acid. The water was removed and the solid was triturated in petroleum ether. R... Reactants: C1(=CC=CC=C1)CO[C@@H]1[C@@H](C=O)O[C@@H]([C@H]1OCC1=CC=CC=C1)COCC1=CC=CC=C1 (2,5-anhydro-3,4,6-tris-O-(phenylmethyl)-D-mannose), S(O)(O)(=O)=O (sulfuric acid), C=O (formalin), C([O-])([O-])=O.[K+].[K+] (potassium carbonate). The solvent is CO (methanol). Product: OCC1(CO)[C@@H](OCC2=CC=CC=C2)[C@H](OCC2=CC=CC=C2)[C@H](O1)COCC1=CC=CC=C1 (2,5-Anhydro-2-C-(hydroxymethyl)-3,4,6-tris-O-(phenylmethyl)-D-arabino-hexitol). RXN SMILES: [C:1]1([CH2:7][O:8][C@H:9]2[C@H:15]([O:16][CH2:17][C:18]3[CH:23]=[CH:22][CH:21]=[CH:20][CH:19]=3)[C@@H:14]([CH2:24][O:25][CH2:26][C:27]3[CH:32]=[CH:31][CH:30]=[CH:29][CH:28]=3)[O:13][C@@H:10]2[CH:11]=[O:12])[CH:6]=[CH:5][CH:4]=[CH:3][CH:2]=1.C=O.[C:35](=O)([O-])[O-:36].[K+].[K+].S(=O)(=O)(O)O>CO>[OH:12][CH2:11][C:10]1([O:13][C@H:14]([CH2:24][O:25][CH2:26][C:27]2[CH:28]=[CH:29][CH:30]=[CH:31][CH:32]=2)[C@@H:15]([O:16][CH2:17][C:18]2[CH:19]=[CH:20][CH:21]=[CH:22][CH:23]=2)[C@@H:9]1[O:8][CH2:7][C:1]1[CH:6]=[CH:5][CH:4]=[CH:3][CH:2]=1)[CH2:35][OH:36] |f:2.3.4|. Reported procedure: A 1.18 g portion of 2,5-anhydro-3,4,6-tris-O-(phenylmethyl)-D-mannose prepared in accordance with Examples 1-3 was dissolved in 8.5 ml of methanol, treated with 5.11 ml of 37% formalin and 480 mg of potassium carbonate and the mixture immersed in an 85° C. bath. After 4 hours the mixture was cooled, neutralized with 3.5 ml of 10% sulfuric acid and the volatiles removed. The residue was extracted with chloroform, giving 0.86 g of the desired compound after chromatography. Reactants: C(C)(=O)OO (peracetic acid), NC1=NC=CC=C1 (2-Aminopyridine), ClC(C)Cl (dichloroethane), C (charcoal). The product is Cl.NC1=[N+](C=CC=C1)[O-] (2-Aminopyridine-1-Oxide Hydrochloride). Reaction SMILES: [NH2:1][C:2]1[CH:7]=[CH:6][CH:5]=[CH:4][N:3]=1.C(OO)(=[O:10])C.C.[Cl:14]C(Cl)C>>[ClH:14].[NH2:1][C:2]1[CH:7]=[CH:6][CH:5]=[CH:4][N+:3]=1[O-:10] |f:4.5|. Reported procedure: 2-Aminopyridine (11.8 g.) was dissolved in 25 ml dichloroethane and the resulting clear solution chilled to 10°-15° C. Commercial 40% peracetic acid (20 g.) was slowly added over a 30-minute period with ice-cooling and stirring; the temperature was kept between 15°-20° C. After 1/2 hour stirring at 20°-30° C with very little cooling, the clear solution was allowed to react 15 hours at room temperature. Then was added 0.5 g. charcoal and the mixture kept at 70° C for 1 hour. The solution was filt... Starting materials: ClC1=CC=C(N=N1)C(C)(C)O (2-(6-chloropyridazin-3-yl)propan-2-ol), ClC1=CC=C(N=N1)C(C)(C)O (2-(6-chloropyridazin-3-yl)propan-2-ol), NC=1SC(=CC1C(=O)N)C1=C(C=C(C=C1)C(C)(C)O)F (2-amino-5-[2-fluoro-4-(1-hydroxy-1-methylethyl)phenyl]thiophene-3-carboxamide). Product: FC1=C(C=CC(=C1)C(C)(C)O)C1=CC(=C(S1)NC=1N=NC(=CC1)C(C)(C)O)C(=O)N (5-[2-Fluoro-4-(1-hydroxy-1-methylethyl)phenyl]-2-{[6-(1-hydroxy-1-methylethyl)pyridazin-3-yl]amino}thiophene-3-carboxamide). As a reaction SMILES: Cl[C:2]1[N:7]=[N:6][C:5]([C:8]([OH:11])([CH3:10])[CH3:9])=[CH:4][CH:3]=1.[NH2:12][C:13]1[S:14][C:15]([C:21]2[CH:26]=[CH:25][C:24]([C:27]([OH:30])([CH3:29])[CH3:28])=[CH:23][C:22]=2[F:31])=[CH:16][C:17]=1[C:18]([NH2:20])=[O:19]>>[F:31][C:22]1[CH:23]=[C:24]([C:27]([OH:30])([CH3:28])[CH3:29])[CH:25]=[CH:26][C:21]=1[C:15]1[S:14][C:13]([NH:12][C:2]2[N:7]=[N:6][C:5]([C:8]([OH:11])([CH3:10])[CH3:9])=[CH:4][CH:3]=2)=[C:17]([C:18]([NH2:20])=[O:19])[CH:16]=1. Procedure details: The title compound was prepared by using the procedure listed in Example 1 with starting materials 2-(6-chloropyridazin-3-yl)propan-2-ol (Intermediate 45) (117 mg, 0.68 mmol) and 2-amino-5-[2-fluoro-4-(1-hydroxy-1-methylethyl)phenyl]thiophene-3-carboxamide (200 mg, 0.68 mmol). Starting materials: COC1=C(CN2C(=C(C3=C2N=CN=C3NCCN3CCOCC3)C3=CC=CC=C3)C3=CC=CC=C3)C=CC(=C1)OC ([7-(2,4-Dimethoxybenzyl)-5,6-diphenyl-7H-pyrrolo[2,3-d]pyrimidin-4-yl]-(2-morpholin-4-ylethyl)-amine). Product: C1(=CC=CC=C1)C1=C(NC=2N=CN=C(C21)NCCN2CCOCC2)C2=CC=CC=C2 ((5,6-Diphenyl-7H-pyrrolo[2,3-d]pyrimidin-4-yl)-(2-morpholin-4-yl-ethyl)-amine). Conditions: time 18 hour. As a reaction SMILES: COC1C=C(OC)C=CC=1C[N:6]1[C:10]2[N:11]=[CH:12][N:13]=[C:14]([NH:15][CH2:16][CH2:17][N:18]3[CH2:23][CH2:22][O:21][CH2:20][CH2:19]3)[C:9]=2[C:8]([C:24]2[CH:29]=[CH:28][CH:27]=[CH:26][CH:25]=2)=[C:7]1[C:30]1[CH:35]=[CH:34][CH:33]=[CH:32][CH:31]=1>FC(F)(F)C(O)=O>[C:24]1([C:8]2[C:9]3[C:14]([NH:15][CH2:16][CH2:17][N:18]4[CH2:19][CH2:20][O:21][CH2:22][CH2:23]4)=[N:13][CH:12]=[N:11][C:10]=3[NH:6][C:7]=2[C:30]2[CH:35]=[CH:34][CH:33]=[CH:32][CH:31]=2)[CH:25]=[CH:26][CH:27]=[CH:28][CH:29]=1. Procedure details: A solution of [7-(2,4-Dimethoxybenzyl)-5,6-diphenyl-7H-pyrrolo[2,3-d]pyrimidin-4-yl]-(2-morpholin-4-ylethyl)-amine (54 mg, 0.1 mmol) in 2 mL of trifluoroacetic acid was heated to reflux. After 18 hours, the solution was concentrated to dryness and purified by preparative HPLC (C8 column, water, acetonitrile, 0.1% TFA) to give the title compound. Mass Spectrum (ESI) m/e=400 (M+1). Run in FC(C(=O)O)(F)F (trifluoroacetic acid). The reactants are OC1=CC=CC=2NN=NC21 (hydroxybenzotriazole), CN(CCCN=C=NCC)C (N-(3-dimethylaminopropyl)-N′-ethylcarbodiimide), Cl (HCl), ClC1=C(CNC=2N=CC3=C(N2)C=CN=C3N3CCC(CC3)C(=O)O)C=CC=C1 (1-[2-(2-Chloro-benzylamino)-pyrido[4,3-d]pyrimidin-5-yl]-piperidine-4-carboxylic acid), N1(CCNCC1)CCO (2-piperazin-1-yl-ethanol), CN1CCOCC1 (4-Methylmorpholine). The solvent is O (Water), CN(C)C=O (DMF). Run at time 48 hour. The product is ClC1=C(CNC=2N=CC3=C(N2)C=CN=C3N3CCC(CC3)C(=O)N3CCN(CC3)CCO)C=CC=C1 ({1-[2-(2-Chloro-benzylamino)-pyrido[4,3-d]pyrimidin-5-yl]-piperidin-4-yl}-[4-(2-hydroxy-ethyl)-piperazin-1-yl]-methanone). Isolated yield 38.5%. RXN SMILES: [Cl:1][C:2]1[CH:28]=[CH:27][CH:26]=[CH:25][C:3]=1[CH2:4][NH:5][C:6]1[N:7]=[CH:8][C:9]2[C:15]([N:16]3[CH2:21][CH2:20][CH:19]([C:22]([OH:24])=O)[CH2:18][CH2:17]3)=[N:14][CH:13]=[CH:12][C:10]=2[N:11]=1.[N:29]1([CH2:35][CH2:36][OH:37])[CH2:34][CH2:33][NH:32][CH2:31][CH2:30]1.CN1CCOCC1.OC1C2N=NNC=2C=CC=1.CN(C)CCCN=C=NCC.Cl>CN(C=O)C.O>[Cl:1][C:2]1[CH:28]=[CH:27][CH:26]=[CH:25][C:3]=1[CH2:4][NH:5][C:6]1[N:7]=[CH:8][C:9]2[C:15]([N:16]3[CH2:17][CH2:18][CH:19]([C:22]([N:32]4[CH2:33][CH2:34][N:29]([CH2:35][CH2:36][OH:37])[CH2:30][CH2:31]4)=[O:24])[CH2:20][CH2:21]3)=[N:14][CH:13]=[CH:12][C:10]=2[N:11]=1. Procedure details: 1-[2-(2-Chloro-benzylamino)-pyrido[4,3-d]pyrimidin-5-yl]-piperidine-4-carboxylic acid 14 (50 mg, 0.13 mmol), 2-piperazin-1-yl-ethanol (17.0 mg, 0.13 mmol) and 4-Methylmorpholine (70 μL, 0.64 mmol) were dissolved in DMF (3 mL). To this mixture hydroxybenzotriazole (17.0 mg, 0.13 mmol) and N-(3-dimethylaminopropyl)-N′-ethylcarbodiimide×HCl (24.0 mg, 0.13 mmol) were added and the mixture was stirred for 48 h at room temperature. Water was added to the mixture and the precipitate formed was filtered...